This data is from the Open Reaction Database (ORD), a public repository of structured organic reaction records. The task is: describe an organic reaction: reactants, conditions, products, and yield Starting materials: C(C)(C)(C)OC(=O)N1CC(C1)C(=O)O (1-(tert-butoxycarbonyl)azetidine-3-carboxylic acid), OC1=CC=CC=2NN=NC21 (hydroxybenzotriazole), C(CCl)Cl (EDC), Cl.CNOC (N,O-dimethylhydroxyl-amine hydrochloride). The solvent is ClCCl (dichloromethane), C(C)N(CC)CC (triethyamine). Reaction conditions: time 8 hour. The product is CON(C(=O)C1CN(C1)C(=O)OC(C)(C)C)C (tert-butyl 3-{[methoxy(methyl)amino]carbonyl}azetidine-1-carboxylate). As a reaction SMILES: [C:1]([O:5][C:6]([N:8]1[CH2:11][CH:10]([C:12]([OH:14])=O)[CH2:9]1)=[O:7])([CH3:4])([CH3:3])[CH3:2].OC1C2N=NNC=2C=CC=1.C(Cl)CCl.Cl.[CH3:30][NH:31][O:32][CH3:33]>ClCCl.C(N(CC)CC)C>[CH3:33][O:32][N:31]([CH3:30])[C:12]([CH:10]1[CH2:9][N:8]([C:6]([O:5][C:1]([CH3:2])([CH3:3])[CH3:4])=[O:7])[CH2:11]1)=[O:14] |f:3.4|. Procedure details: To a solution containing 1-(tert-butoxycarbonyl)azetidine-3-carboxylic acid (60.4 g, 0.30 mol), hydroxybenzotriazole (49 g, 0.36 mol), EDC (69.4 g, 0.36 mol), and triethyamine (142 ml) in 620 ml of dichloromethane was added N,O-dimethylhydroxyl-amine hydrochloride (35.4 g, 0.36 mol). The mixture obtained was stirred overnight at room temperature. The solution was partitioned between 500 ml of water and 200 ml of dichloromethane, and the aqueous layer was washed with 200 ml of dichloromethane. Th...